The task is: describe an organic reaction: reactants, conditions, products, and yield. This data is from the Open Reaction Database (ORD), a public repository of structured organic reaction records. Reactants: C(=C/C=C\CCCCCCC)/O ((Z,Z)-undecadien-1-ol), C1(=CC=CC=C1)P(C1=CC=CC=C1)C1=CC=CC=C1 (triphenylphosphine), C(Cl)(Cl)(Cl)Cl (CCl4), CCCCCC (hexane). Run at temperature 23 celsius, time 9 hour. The product is ClC\C=C/C\C=C/CCCCC ((Z,Z)-1-chloro-2,5-undecadiene). The yield is 92.0%. As a reaction SMILES: [CH:1](/O)=[CH:2]/[CH:3]=[CH:4]\[CH2:5][CH2:6][CH2:7][CH2:8][CH2:9][CH2:10][CH3:11].C1(P(C2C=CC=CC=2)C2C=CC=CC=2)C=CC=CC=1.CCCCCC.C(Cl)(Cl)(Cl)[Cl:39]>>[Cl:39][CH2:1]/[CH:2]=[CH:3]\[CH2:4]/[CH:5]=[CH:6]\[CH2:7][CH2:8][CH2:9][CH2:10][CH3:11]. Reported procedure: A mixture of (Z,Z)-undecadien-1-ol (3.42 g, 20.4 mmol) and triphenylphosphine (7.5 g, 28.6 mmol) in dry CCl4 (25 ml) was refluxed with stirring for 9 h. The reaction mixture was allowed to cool to 23° C., hexane (60 ml) was added, and stirring was continued for an additional 10 minutes. The precipitate of triphenylphosphine oxide was filtered and washed with hexane. The solvent was removed from the combined filtrate at 40° C./~30 mmHg. Evaporation distillation of the resulting residue at 125°-13... Starting materials: CC1(C)CCCc2cc(Br)ccc21, O=[Cr](=O)=O. Yields the product CC1(C)CCC(=O)c2cc(Br)ccc21. As a reaction SMILES: [Br:1][c:2]1[cH:3][c:4]2[c:9]([cH:10][cH:11]1)[C:8]([CH3:12])([CH3:13])[CH2:7][CH2:6][CH2:5]2.[O:14]=[Cr:15](=[O:16])=[O:17]>>[Br:1][c:2]1[cH:3][c:4]2[c:9]([cH:10][cH:11]1)[C:8]([CH3:12])([CH3:13])[CH2:7][CH2:6][C:5]2=[O:14]. Procedure details: A solution of 20 g (166 mmol) of naphthalene in 50 ml of methylene chloride was added dropwise to a mixture of 22.13 g of AlCl3 (166 mmol) and 22.41 g of 3-bromoisobutene (166 mmol) in 250 ml of the same solvent. During the addition, the temperature was kept at -10° C. After the addition had ended, the mixture was stirred at room temperature for 12 h and then hydrolyzed with 100 ml of water and acidified with 50 ml of conc. HCl. After the separation, the aqueous phase was extracted with methylen... The reactants are Cl (HCl), C(=O)([O-])[O-].[K+].[K+] (K2CO3), C1=CC=CC2=CC=CC=C12 (naphthalene), [Al+3].[Cl-].[Cl-].[Cl-] (AlCl3), 3-bromoisobutene. Run at time 12 hour. Reaction SMILES: [CH:1]1[C:10]2[C:5](=[CH:6][CH:7]=[CH:8][CH:9]=2)[CH:4]=[CH:3][CH:2]=1.[Al+3].[Cl-].[Cl-].[Cl-].Cl.C([O-])([O-])=O.[K+].[K+]>C(Cl)Cl.O>[CH3:4][CH:5]1[CH2:10][C:3]2[C:4](=[C:5]3[CH:6]=[CH:7][CH:8]=[CH:9][C:10]3=[CH:1][CH:2]=2)[CH2:6]1 |f:1.2.3.4,6.7.8|. Run in O (water), C(Cl)Cl (methylene chloride), same solvent. The product is CC1CC2=C3C(=CC=C2C1)C=CC=C3 (2-methylbenzindane).